From a dataset of the Open Reaction Database (ORD), a public repository of structured organic reaction records. describe an organic reaction: reactants, conditions, products, and yield The reactants are CC(C)(C)OC(=O)NC1CCN(C(=O)OCc2ccccc2)CC1O, CO. Yields the product CC(C)(C)OC(=O)NC1CCNCC1O. RXN SMILES: [CH2:1]([O:2][C:3](=[O:4])[N:11]1[CH2:12][CH:13]([OH:25])[CH:14]([NH:17][C:18](=[O:19])[O:20][C:21]([CH3:22])([CH3:23])[CH3:24])[CH2:15][CH2:16]1)[c:5]1[cH:6][cH:7][cH:8][cH:9][cH:10]1.[CH3:26][OH:27]>>[NH:11]1[CH2:12][CH:13]([OH:25])[CH:14]([NH:17][C:18](=[O:19])[O:20][C:21]([CH3:22])([CH3:23])[CH3:24])[CH2:15][CH2:16]1. The reactants are C1(=CC=CC=C1)C=1OC2=C(C1C(C)=O)C=CC=C2 (2-phenyl-3-acetylbenzofuran), C=O (paraformaldehyde), Cl.Cl.CN1CCNCC1 (N-methylpiperazine dihydrochloride), C1(=C(C(=C(C(=C1F)F)F)N)F)N.Cl.Cl (dihydrochloride). The solvent is C(C)(C)O (isopropanol). The product is C1(=CC=CC=C1)C=1OC2=C(C1C(CCN1CCN(CC1)C)=O)C=CC=C2 (2-Phenyl-3-[3(N-methylpiperazino)propionyl]benzofuran). As a reaction SMILES: [C:1]1([C:7]2[O:8][C:9]3[CH:18]=[CH:17][CH:16]=[CH:15][C:10]=3[C:11]=2[C:12](=[O:14])[CH3:13])[CH:6]=[CH:5][CH:4]=[CH:3][CH:2]=1.C=O.Cl.Cl.[CH3:23][N:24]1[CH2:29][CH2:28][NH:27][CH2:26][CH2:25]1.[C:30]1(N)C(F)=C(F)C(F)=C(N)C=1F.Cl.Cl>C(O)(C)C>[C:1]1([C:7]2[O:8][C:9]3[CH:18]=[CH:17][CH:16]=[CH:15][C:10]=3[C:11]=2[C:12](=[O:14])[CH2:13][CH2:23][N:24]2[CH2:29][CH2:28][N:27]([CH3:30])[CH2:26][CH2:25]2)[CH:2]=[CH:3][CH:4]=[CH:5][CH:6]=1 |f:2.3.4,5.6.7|. Procedure: To a solution of 23.6 grams of 2-phenyl-3-acetylbenzofuran in 100 milliliters of isopropanol were added 4.2 grams of paraformaldehyde and 19.1 grams of N-methylpiperazine dihydrochloride and the mixture was heated under gentle reflux for a period of 12 hours. The dihydrochloride of the compound named in the heading of this example precipitated from the reaction mixture and was separated therefrom by suction filtration, washed with a small quantity of ethanol, and recrystallized from ethanol. The... The reactants are CCOC(=O)CBr, CC(=O)[O-], CCO, Nc1ccc(C(=C(CCCl)c2ccccc2)c2ccccc2)cc1, [Na+]. The product is CCOC(=O)CNc1ccc(C(=C(CCCl)c2ccccc2)c2ccccc2)cc1. RXN SMILES: [Br:25][CH2:26][C:27](=[O:28])[O:29][CH2:30][CH3:31].[CH3:33][C:34](=[O:35])[O-:36].[CH3:37][CH2:38][OH:39].[Cl:1][CH2:2][CH2:3][C:4](=[C:5]([c:6]1[cH:7][cH:8][cH:9][cH:10][cH:11]1)[c:12]1[cH:13][cH:14][c:15]([NH2:18])[cH:16][cH:17]1)[c:19]1[cH:20][cH:21][cH:22][cH:23][cH:24]1.[Na+:32]>>[Cl:1][CH2:2][CH2:3][C:4](=[C:5]([c:6]1[cH:7][cH:8][cH:9][cH:10][cH:11]1)[c:12]1[cH:13][cH:14][c:15]([NH:18][CH2:26][C:27](=[O:28])[O:29][CH2:30][CH3:31])[cH:16][cH:17]1)[c:19]1[cH:20][cH:21][cH:22][cH:23][cH:24]1. Starting materials: CCCC(=O)Cl, Nc1n[nH]c2ccc(C(F)(F)F)cc12, c1ccncc1. The product is CCCC(=O)Nc1n[nH]c2ccc(C(F)(F)F)cc12. Reaction SMILES: [C:1]([CH2:2][CH2:3][CH3:4])(=[O:5])[Cl:6].[F:7][C:8]([c:9]1[cH:10][c:11]2[c:12]([NH2:18])[n:13][nH:14][c:15]2[cH:16][cH:17]1)([F:19])[F:20].[cH:21]1[cH:22][cH:23][n:24][cH:25][cH:26]1>>[C:1]([CH2:2][CH2:3][CH3:4])(=[O:5])[NH:18][c:12]1[c:11]2[cH:10][c:9]([C:8]([F:7])([F:19])[F:20])[cH:17][cH:16][c:15]2[nH:14][n:13]1. Starting materials: C(C)(=O)N1CC2=C(CC1)C(=C(S2)CCCl)CC (6-acetyl-2-(2-chloroethyl)-3-ethyl-4,5,6,7-tetrahydrothieno[2,3-c]pyridine), Cl.ClC1=CC(=CC=2OC=C(C21)C2CCNCC2)Cl (4-(4,6-dichlorobenzo(b)furan-3-yl)piperidine hydrochloride), C([O-])([O-])=O.[K+].[K+] (potassium carbonate), [I-].[K+] (potassium iodide). Run in O (water), C1(=CC=CC=C1)C (toluene), CN(C=O)C (dimethylformamide). Run at temperature 80 celsius, time 6 hour. Product: Cl.C(C)(=O)N1CC2=C(CC1)C(=C(S2)CCN2CCC(CC2)C=2C1=C(OC2)C=C(C=C1Cl)Cl)CC (6-acetyl-2-(2-(4-(4,6-dichlorobenzo(b)furan-3-yl)piperidin-1-yl)ethyl)-3-ethyl-4,5,6,7-tetrahydrothieno[2,3-c]pyridine hydrochloride). As a reaction SMILES: [C:1]([N:4]1[CH2:9][CH2:8][C:7]2[C:10]([CH2:16][CH3:17])=[C:11]([CH2:13][CH2:14][Cl:15])[S:12][C:6]=2[CH2:5]1)(=[O:3])[CH3:2].Cl.[Cl:19][C:20]1[C:28]2[C:27]([CH:29]3[CH2:34][CH2:33][NH:32][CH2:31][CH2:30]3)=[CH:26][O:25][C:24]=2[CH:23]=[C:22]([Cl:35])[CH:21]=1.C(=O)([O-])[O-].[K+].[K+].[I-].[K+]>O.C1(C)C=CC=CC=1.CN(C)C=O>[ClH:15].[C:1]([N:4]1[CH2:9][CH2:8][C:7]2[C:10]([CH2:16][CH3:17])=[C:11]([CH2:13][CH2:14][N:32]3[CH2:33][CH2:34][CH:29]([C:27]4[C:28]5[C:20]([Cl:19])=[CH:21][C:22]([Cl:35])=[CH:23][C:24]=5[O:25][CH:26]=4)[CH2:30][CH2:31]3)[S:12][C:6]=2[CH2:5]1)(=[O:3])[CH3:2] |f:1.2,3.4.5,6.7,11.12|. Procedure details: A mixture of 0.9 g of 6-acetyl-2-(2-chloroethyl)-3-ethyl-4,5,6,7-tetrahydrothieno[2,3-c]pyridine, 1.0 g of 4-(4,6-dichlorobenzo(b)furan-3-yl)piperidine hydrochloride, 0.5 g of potassium carbonate, 0.5 g of potassium iodide, 25 ml of dimethylformamide and 25 ml of toluene was stirred at 80° C. for 6 hours and then poured into water. The toluene layer was washed with water, dried over anhydrous magnesium sulfate and concentrated. The residue was purified by column chromatography on a silica gel an... The reactants are COC1=C(C=CC=C1)N1CCNCC1 (1-(o-methoxyphenyl)piperazine), BrCCCN1C(C=2C(C1=O)=CC=CC2)=O (N-(3-bromopropyl)phthalimide), C([O-])([O-])=O.[K+].[K+] (potassium carbonate). Solvent: C(C)#N (acetonitrile). The product is COC1=C(C=CC=C1)N1CCN(CC1)CCCN1C(C=2C(C1=O)=CC=CC2)=O (N-[3-[4-(2-methoxyphenyl)-1-piperazinyl]propyl]phthalimide). Yield: 102.0%. As a reaction SMILES: [CH3:1][O:2][C:3]1[CH:8]=[CH:7][CH:6]=[CH:5][C:4]=1[N:9]1[CH2:14][CH2:13][NH:12][CH2:11][CH2:10]1.Br[CH2:16][CH2:17][CH2:18][N:19]1[C:23](=[O:24])[C:22]2=[CH:25][CH:26]=[CH:27][CH:28]=[C:21]2[C:20]1=[O:29].C(=O)([O-])[O-].[K+].[K+]>C(#N)C>[CH3:1][O:2][C:3]1[CH:8]=[CH:7][CH:6]=[CH:5][C:4]=1[N:9]1[CH2:14][CH2:13][N:12]([CH2:16][CH2:17][CH2:18][N:19]2[C:23](=[O:24])[C:22]3=[CH:25][CH:26]=[CH:27][CH:28]=[C:21]3[C:20]2=[O:29])[CH2:11][CH2:10]1 |f:2.3.4|. Procedure: A mixture of 1-(o-methoxyphenyl)piperazine (0.19 mol), N-(3-bromopropyl)phthalimide (0.186 mol) and micropulverized potassium carbonate (0.465 mol) in acetonitrile (375 ml) was heated at reflux for 16 hours. The cooled mixture was evaporated in vacuo and the residue diluted with water (800 ml) and extracted with chloroform (4×350 ml). After drying (MgSO4), the combined extracts were evaporated in vacuo. The residue was dried under high vacuum (<0.05 mm of Hg) at room temperature for 16 hours res... Starting materials: ClC1=C/C(/NC2=CC=CC=C12)=C/1\C(=NNC1=O)C ((Z)-4-(4-chloroquinolin-2(1H)-ylidene)-3-methyl-1H-pyrazol-5(4H)-one), C1=CC(=S)NC=C1 (2-thiopyridine), C18H14N4OS. Product: CC/1=NNC(\C1=C\1/NC2=CC=CC=C2C(=C1)SC1=NC=CC=C1)=O ((Z)-3-methyl-4-(4-(pyridin-2-ylthio)quinolin-2(1H)-ylidene)-1H-pyrazol-5(4H)-one). RXN SMILES: Cl[C:2]1[C:11]2[C:6](=[CH:7][CH:8]=[CH:9][CH:10]=2)[NH:5]/[C:4](=[C:12]2/[C:13]([CH3:18])=[N:14][NH:15][C:16]/2=[O:17])/[CH:3]=1.[CH:19]1[CH:25]=[CH:24][NH:23][C:21](=[S:22])[CH:20]=1>>[CH3:18][C:13]1=[N:14][NH:15][C:16](=[O:17])/[C:12]/1=[C:4]1\[NH:5][C:6]2[C:11]([C:2]([S:22][C:21]3[CH:20]=[CH:19][CH:25]=[CH:24][N:23]=3)=[CH:3]\1)=[CH:10][CH:9]=[CH:8][CH:7]=2. Reported procedure: The title compound was prepared from (Z)-4-(4-chloroquinolin-2(1H)-ylidene)-3-methyl-1H-pyrazol-5(4H)-one and 2-thiopyridine using the procedure described in Example 6. 1H NMR (400 MHz, DMSO-D6) δ ppm 2.31 (s, 3H) 7.40 (dd, J=7.20, 4.93 Hz, 1H) 7.55 (t, J=7.58 Hz, 2H) 7.73 (s, 1H) 7.77-7.87 (m, 2H) 7.96 (d, J=8.59 Hz, 1H) 8.06 (d, J=8.08 Hz, 1H) 8.58 (d, J=3.79 Hz, 1H); ESI-MS: m/z calc'd for C18H14N4OS 334.09. found 335.2 (M+H)+.